This data is from the Open Reaction Database (ORD), a public repository of structured organic reaction records. The task is: describe an organic reaction: reactants, conditions, products, and yield The reactants are O=[N+]([O-])c1cccc(CBr)c1, O=C1NCc2ccc(N3CCN(CCC(c4ccccc4)c4ccccc4)CC3)cc21. The product is O=C1c2cc(N3CCN(CCC(c4ccccc4)c4ccccc4)CC3)ccc2CN1Cc1cccc([N+](=O)[O-])c1. As a reaction SMILES: [N+:32](=[O:33])([O-:34])[c:35]1[cH:36][c:37]([CH2:38][Br:39])[cH:40][cH:41][cH:42]1.[c:1]1([CH:7]([CH2:8][CH2:9][N:10]2[CH2:11][CH2:12][N:13]([c:16]3[cH:17][cH:18][c:19]4[c:23]([cH:24]3)[C:22](=[O:25])[NH:21][CH2:20]4)[CH2:14][CH2:15]2)[c:26]2[cH:27][cH:28][cH:29][cH:30][cH:31]2)[cH:2][cH:3][cH:4][cH:5][cH:6]1>>[c:1]1([CH:7]([CH2:8][CH2:9][N:10]2[CH2:11][CH2:12][N:13]([c:16]3[cH:17][cH:18][c:19]4[c:23]([cH:24]3)[C:22](=[O:25])[N:21]([CH2:38][c:37]3[cH:36][c:35]([N+:32](=[O:33])[O-:34])[cH:42][cH:41][cH:40]3)[CH2:20]4)[CH2:14][CH2:15]2)[c:26]2[cH:27][cH:28][cH:29][cH:30][cH:31]2)[cH:2][cH:3][cH:4][cH:5][cH:6]1. Starting materials: Cc1cc([N+](=O)[O-])ccc1C(=O)Cl, Cc1cc(C(=O)Cl)ccc1[N+](=O)[O-], O=C(Br)c1ccc([N+](=O)[O-])cc1, O=C(Cl)c1cccc([N+](=O)[O-])c1, O=C(Br)c1cccc([N+](=O)[O-])c1, O=C(Cl)c1ccccc1[N+](=O)[O-], O=C(Br)c1ccccc1[N+](=O)[O-]. Product: O=C(Cl)c1ccc([N+](=O)[O-])cc1. Reaction SMILES: [CH3:37][c:38]1[c:39]([C:40](=[O:41])[Cl:42])[cH:43][cH:44][c:45]([N+:47](=[O:48])[O-:49])[cH:46]1.[CH3:50][c:51]1[cH:52][c:53]([C:60]([Cl:61])=[O:62])[cH:54][cH:55][c:56]1[N+:57]([O-:58])=[O:59].[N+:13]([c:14]1[cH:15][cH:16][c:17]([C:18]([Br:19])=[O:20])[cH:21][cH:22]1)([O-:23])=[O:24].[N+:1]([c:2]1[cH:3][c:4]([C:8]([Cl:9])=[O:10])[cH:5][cH:6][cH:7]1)([O-:11])=[O:12].[N+:25]([c:26]1[cH:27][c:28]([C:32]([Br:33])=[O:34])[cH:29][cH:30][cH:31]1)([O-:35])=[O:36].[N+:63]([c:64]1[cH:65][cH:66][cH:67][cH:68][c:69]1[C:70]([Cl:71])=[O:72])([O-:73])=[O:74].[N+:75]([c:76]1[cH:77][cH:78][cH:79][cH:80][c:81]1[C:82]([Br:83])=[O:84])([O-:85])=[O:86]>>[cH:38]1[c:39]([C:40](=[O:41])[Cl:42])[cH:43][cH:44][c:45]([N+:47](=[O:48])[O-:49])[cH:46]1. The reactants are O=C([O-])[O-], Cc1ccc2[nH]cnc2c1[N+](=O)[O-], CCOC(C)=O, Cl, [H-], [K+], [K+], [Na+], CN(C)C=O, ClCc1ccncc1. The product is Cc1ccc2c(ncn2Cc2ccncc2)c1[N+](=O)[O-]. As a reaction SMILES: [C:12](=[O:13])([O-:14])[O-:15].[CH3:18][c:19]1[c:20]([N+:28](=[O:29])[O-:30])[c:21]2[c:22]([nH:23][cH:24][n:25]2)[cH:26][cH:27]1.[CH3:31][CH2:32][O:33][C:34](=[O:35])[CH3:36].[ClH:1].[H-:10].[K+:16].[K+:17].[Na+:11].[O:37]=[CH:38][N:39]([CH3:40])[CH3:41].[cH:2]1[cH:3][c:4]([CH2:8][Cl:9])[cH:5][cH:6][n:7]1>>[cH:2]1[cH:3][c:4]([CH2:8][n:23]2[c:22]3[c:21]([c:20]([N+:28](=[O:29])[O-:30])[c:19]([CH3:18])[cH:27][cH:26]3)[n:25][cH:24]2)[cH:5][cH:6][n:7]1. Reactants: NC=1SC=C(N1)C1=CC=C(C=C1)NC(C)=O (N-[4-(2-amino-1,3-thiazol-4-yl)phenyl}acetamide), BrC=1C=C(SC1Cl)S(=O)(=O)Cl (4-bromo-5-chlorothiophene-2-sulfonyl chloride). Yields the product BrC=1C=C(SC1Cl)S(=O)(=O)NC=1SC=C(N1)C1=CC=C(C=C1)NC(C)=O (N-[4-(2-{[(4-Bromo-5-chloro-2-thienyl)sulfonyl]amino}-1,3-thiazol-4-yl)phenyl]acetamide), solid. As a reaction SMILES: [NH2:1][C:2]1[S:3][CH:4]=[C:5]([C:7]2[CH:12]=[CH:11][C:10]([NH:13][C:14](=[O:16])[CH3:15])=[CH:9][CH:8]=2)[N:6]=1.[Br:17][C:18]1[CH:19]=[C:20]([S:24](Cl)(=[O:26])=[O:25])[S:21][C:22]=1[Cl:23]>>[Br:17][C:18]1[CH:19]=[C:20]([S:24]([NH:1][C:2]2[S:3][CH:4]=[C:5]([C:7]3[CH:8]=[CH:9][C:10]([NH:13][C:14](=[O:16])[CH3:15])=[CH:11][CH:12]=3)[N:6]=2)(=[O:26])=[O:25])[S:21][C:22]=1[Cl:23]. Procedure details: The title compound was prepared N-[4-(2-amino-1,3-thiazol-4-yl)phenyl}acetamide (63 mg) and 4-bromo-5-chlorothiophene-2-sulfonyl chloride (80 mg) as described in the synthetic METHOD B to give a white solid (11.7 mg) with purity >80%: MS (pos) m/z 491.9, 493.9. The reactants are O=C([O-])O, CC(=O)OC(C)=O, O=CO, CC(C)(C#N)c1cccc(C(=O)Nc2cccc(N)c2)c1, [Na+], C1CCOC1. Product: CC(C)(C#N)c1cccc(C(=O)Nc2cccc(NC=O)c2)c1. Reaction SMILES: [C:32](=[O:33])([O-:34])[OH:35].[CH3:25][C:26]([O:27][C:28](=[O:29])[CH3:30])=[O:31].[CH:22](=[O:23])[OH:24].[NH2:1][c:2]1[cH:3][c:4]([NH:8][C:9]([c:10]2[cH:11][c:12]([C:16]([CH3:17])([CH3:18])[C:19]#[N:20])[cH:13][cH:14][cH:15]2)=[O:21])[cH:5][cH:6][cH:7]1.[Na+:36].[O:37]1[CH2:38][CH2:39][CH2:40][CH2:41]1>>[NH:1]([c:2]1[cH:3][c:4]([NH:8][C:9]([c:10]2[cH:11][c:12]([C:16]([CH3:17])([CH3:18])[C:19]#[N:20])[cH:13][cH:14][cH:15]2)=[O:21])[cH:5][cH:6][cH:7]1)[CH:22]=[O:23]. Reactants: C(#N)C=1C(NC(=CC1)CC)=O (3-cyano-6-ethyl-2(1H)-pyridone), P(=O)(Cl)(Cl)Cl (phosphorus oxychloride). Product: ClC1=NC(=CC=C1C#N)CC (2-chloro-3-cyano-6-ethylpyridine). Isolated yield 49.0%. RXN SMILES: [C:1]([C:3]1[C:4](=O)[NH:5][C:6]([CH2:9][CH3:10])=[CH:7][CH:8]=1)#[N:2].P(Cl)(Cl)([Cl:14])=O>>[Cl:14][C:4]1[C:3]([C:1]#[N:2])=[CH:8][CH:7]=[C:6]([CH2:9][CH3:10])[N:5]=1. Reported procedure: A mixture of 3-cyano-6-ethyl-2(1H)-pyridone (36.2 g, 0.24 mol) and phosphorus oxychloride (250 ml) was heated under reflux for 2 hours. The reaction solution was concentrated under a reduced pressure, and the resulting residue was mixed with toluene and concentrated under a reduced pressure. The thus obtained residue was diluted with chloroform and washed with 1 N sodium hydroxide aqueous solution. The aqueous layer was extracted with chloroform, and the chloroform layers were combined and dried... Reactants: Br.Br.FC1=CC=C(C=C1)CN1C(=NC2=C1C=CC=C2)NC2CCNCC2 (1-[(4-fluorophenyl)methyl]-N-(4-piperidinyl)-1H-benzimidazol-2-amine dihydrobromide), [OH-].[Na+] (sodium hydroxide). Solvent: O (water). Product: 17, FC1=CC=C(C=C1)CN1C(=NC2=C1C=CC=C2)NC2CCNCC2 (1-[(4-fluorophenyl)methyl]-N-(4-piperidinyl)-1H-benzimidazol-2-amine). Yield: 87.5%. RXN SMILES: Br.Br.[F:3][C:4]1[CH:9]=[CH:8][C:7]([CH2:10][N:11]2[C:15]3[CH:16]=[CH:17][CH:18]=[CH:19][C:14]=3[N:13]=[C:12]2[NH:20][CH:21]2[CH2:26][CH2:25][NH:24][CH2:23][CH2:22]2)=[CH:6][CH:5]=1.[OH-].[Na+]>O>[F:3][C:4]1[CH:9]=[CH:8][C:7]([CH2:10][N:11]2[C:15]3[CH:16]=[CH:17][CH:18]=[CH:19][C:14]=3[N:13]=[C:12]2[NH:20][CH:21]2[CH2:22][CH2:23][NH:24][CH2:25][CH2:26]2)=[CH:6][CH:5]=1 |f:0.1.2,3.4|. Procedure: 50 Parts of 1-[(4-fluorophenyl)methyl]-N-(4-piperidinyl)-1H-benzimidazol-2-amine dihydrobromide were taken up in water. The free base was liberated with a sodium hydroxide solution 50% and extracted with dichloromethane. The extract was dried, filtered and evaporated. The residue was boiled in 2-propanone. The product was filtered off and dried, yielding 17 parts (87.5%) of 1-[(4-fluorophenyl)methyl]-N-(4-piperidinyl)-1H-benzimidazol-2-amine; mp. 215.5° C. (intermediate 90).